Dataset: the Open Reaction Database (ORD), a public repository of structured organic reaction records. Task: describe an organic reaction: reactants, conditions, products, and yield Starting materials: COC=1C=C(CC2NCCC3=CC(=C(C(=C23)OC)OC)OC)C=CC1OC (1-(3,4-Dimethoxy-benzyl)-6,7,8-trimethoxy-1,2,3,4-tetrahydroisoquinoline), BrCC(=O)Br (2-bromoacetyl bromide), N[C@H]1[C@H](CC2=CC=CC=C12)O ((1R,2S)-1-amino-2-indanol). Yields the product COC=1C=C(CC2N(CCC3=CC(=C(C(=C23)OC)OC)OC)CC(=O)N[C@H]2[C@H](CC3=CC=CC=C23)O)C=CC1OC (2-[1-(3,4-Dimethoxy-benzyl)-6,7,8-trimethoxy-3,4-dihydro-1H-isoquinolin-2-yl]-N-[(1R,2S)-2-hydroxy-indan-1-yl]-acetamide). As a reaction SMILES: [CH3:1][O:2][C:3]1[CH:4]=[C:5]([CH:23]=[CH:24][C:25]=1[O:26][CH3:27])[CH2:6][CH:7]1[C:16]2[C:11](=[CH:12][C:13]([O:21][CH3:22])=[C:14]([O:19][CH3:20])[C:15]=2[O:17][CH3:18])[CH2:10][CH2:9][NH:8]1.Br[CH2:29][C:30](Br)=[O:31].[NH2:33][C@@H:34]1[C:42]2[C:37](=[CH:38][CH:39]=[CH:40][CH:41]=2)[CH2:36][C@@H:35]1[OH:43]>>[CH3:1][O:2][C:3]1[CH:4]=[C:5]([CH:23]=[CH:24][C:25]=1[O:26][CH3:27])[CH2:6][CH:7]1[C:16]2[C:11](=[CH:12][C:13]([O:21][CH3:22])=[C:14]([O:19][CH3:20])[C:15]=2[O:17][CH3:18])[CH2:10][CH2:9][N:8]1[CH2:29][C:30]([NH:33][C@@H:34]1[C:42]2[C:37](=[CH:38][CH:39]=[CH:40][CH:41]=2)[CH2:36][C@@H:35]1[OH:43])=[O:31]. Procedure: prepared by reaction of 1-(3,4-Dimethoxy-benzyl)-6,7,8-trimethoxy-1,2,3,4-tetrahydroisoquinoline and 2-bromoacetyl bromide with (1R,2S)-1-amino-2-indanol